Dataset: the Open Reaction Database (ORD), a public repository of structured organic reaction records. Task: describe an organic reaction: reactants, conditions, products, and yield Reactants: C(C)C=1C(NC(N([C@H]2C[C@H](O)[C@@H](CNC(CC3=C(C=CC=C3)[N+](=O)[O-])=O)O2)C1)=O)=O (2',5'-dideoxy-5-ethyl-5'-[2-(2-nitrophenyl)acetamido]uridine), [H][H] (hydrogen). The reagents and catalysts are [Pd] (palladium-on-carbon). Run in C(C)O (ethanol). Product: NC1=C(C=CC=C1)CC(=O)NC[C@@H]1[C@H](C[C@@H](O1)N1C(=O)NC(=O)C(=C1)CC)O (5'-[2-(2-aminophenyl)acetamido]-2',5'-dideoxy-5-ethyluridine). Isolated yield 53.9%. As a reaction SMILES: [CH2:1]([C:3]1[C:4](=[O:30])[NH:5][C:6](=[O:29])[N:7]([CH:28]=1)[C@@H:8]1[O:27][C@H:12]([CH2:13][NH:14][C:15](=[O:26])[CH2:16][C:17]2[CH:22]=[CH:21][CH:20]=[CH:19][C:18]=2[N+:23]([O-])=O)[C@@H:10]([OH:11])[CH2:9]1)[CH3:2].[H][H]>C(O)C.[Pd]>[NH2:23][C:18]1[CH:19]=[CH:20][CH:21]=[CH:22][C:17]=1[CH2:16][C:15]([NH:14][CH2:13][C@H:12]1[O:27][C@@H:8]([N:7]2[CH:28]=[C:3]([CH2:1][CH3:2])[C:4](=[O:30])[NH:5][C:6]2=[O:29])[CH2:9][C@@H:10]1[OH:11])=[O:26]. Reported procedure: A solution of 0.2 g of 2',5'-dideoxy-5-ethyl-5'-[2-(2-nitrophenyl)acetamido]uridine in 100 ml of ethanol was hydrogenated over 0.1 g of 10% palladium-on-carbon catalyst at room temperature and under atmospheric pressure until the uptake of hydrogen was complete. The mixture was filtered and the filtrate was evaporated to yield an oil which crystallized from ethanol to give 0.1 g of 5'-[2-(2-aminophenyl)acetamido]-2',5'-dideoxy-5-ethyluridine in the form of a white solid of melting point 195°-196... The reactants are FC(C(=O)O)(F)F.C(C)(C)(C)OC(N[C@H]1CN(CC1)C1=NC(=C2N=CN(C2=N1)[C@H]1[C@@H]([C@@H]([C@H](C1)NC(CC)=O)O)O)NCC(C1=CC=CC=C1)C1=CC=CC=C1)=O ({(R)-1-[9-((1R,2S,3R,4S)-2,3-Dihydroxy-4-propionylamino-cyclopentyl)-6-(2,2-diphenyl-ethylamino)-9H-purin-2-yl]-pyrrolidin-3-yl}-carbamic acid tert-butyl ester trifluoroacetate), CO (MeOH). Solvent: Cl (HCl). Run at time 8 hour. Yields the product N[C@H]1CN(CC1)C1=NC(=C2N=CN(C2=N1)[C@H]1[C@@H]([C@@H]([C@H](C1)NC(CC)=O)O)O)NCC(C1=CC=CC=C1)C1=CC=CC=C1 (N-{(1S,2R,3S,4R)-4-[2-((R)-3-amino-pyrrolidin-1-yl)-6-(2,2-diphenyl-ethylamino)-purin-9-yl]-2,3-dihydroxy-cyclopentyl}-propionamide). Reaction SMILES: FC(F)(F)C(O)=O.C(OC(=O)[NH:14][C@@H:15]1[CH2:19][CH2:18][N:17]([C:20]2[N:28]=[C:27]3[C:23]([N:24]=[CH:25][N:26]3[C@@H:29]3[CH2:33][C@H:32]([NH:34][C:35](=[O:38])[CH2:36][CH3:37])[C@@H:31]([OH:39])[C@H:30]3[OH:40])=[C:22]([NH:41][CH2:42][CH:43]([C:50]3[CH:55]=[CH:54][CH:53]=[CH:52][CH:51]=3)[C:44]3[CH:49]=[CH:48][CH:47]=[CH:46][CH:45]=3)[N:21]=2)[CH2:16]1)(C)(C)C.CO>Cl>[NH2:14][C@@H:15]1[CH2:19][CH2:18][N:17]([C:20]2[N:28]=[C:27]3[C:23]([N:24]=[CH:25][N:26]3[C@@H:29]3[CH2:33][C@H:32]([NH:34][C:35](=[O:38])[CH2:36][CH3:37])[C@@H:31]([OH:39])[C@H:30]3[OH:40])=[C:22]([NH:41][CH2:42][CH:43]([C:50]3[CH:51]=[CH:52][CH:53]=[CH:54][CH:55]=3)[C:44]3[CH:45]=[CH:46][CH:47]=[CH:48][CH:49]=3)[N:21]=2)[CH2:16]1 |f:0.1|. Procedure: {(R)-1-[9-((1R,2S,3R,4S)-2,3-Dihydroxy-4-propionylamino-cyclopentyl)-6-(2,2-diphenyl-ethylamino)-9H-purin-2-yl]-pyrrolidin-3-yl}-carbamic acid tert-butyl ester trifluoroacetate (3.22 g, 4.80 mmol) is dissolved in 1.25 M HCl in MeOH (60 ml, 75 mmol) and left to stir at room temperature overnight. The solvent is removed in vacuo and the crude product is dissolved in a minimal volume of EtOH/saturated sodium carbonate solution and purified by reverse phase column chromatography (Isolute™ C18, 0-100... Reactants: CCO, Cl, [Na+], [OH-], O, CCOC(=O)c1nc(C(N)=O)c(O)nc1O. The product is NC(=O)c1nc(C(=O)O)c(O)nc1O. RXN SMILES: [CH3:21][CH2:22][OH:23].[ClH:19].[Na+:18].[OH-:17].[OH2:20].[OH:1][c:2]1[c:3]([C:14](=[O:15])[NH2:16])[n:4][c:5]([C:9](=[O:10])[O:11][CH2:12][CH3:13])[c:6]([OH:8])[n:7]1>>[OH:1][c:2]1[c:3]([C:14](=[O:15])[NH2:16])[n:4][c:5]([C:9](=[O:10])[OH:11])[c:6]([OH:8])[n:7]1.